From a dataset of the Open Reaction Database (ORD), a public repository of structured organic reaction records. describe an organic reaction: reactants, conditions, products, and yield The reactants are C(C)OCC (diethyl ether), C(=O)(OC(C)(C)C)NCC(=O)O.C(C(CO)(CO)N)O.OC(=O)C(C)C1=CC(C(=O)C2=CC=CC=C2)=CC=C1 (Boc-glycine tris(hydroxymethyl)aminomethane ketoprofen), Cl.C(C)(=O)OCC (hydrochloric acid ethyl acetate), C(=O)(OC(C)(C)C)NCC(=O)O.C(C(CO)(CO)N)O.OC(=O)C(C)C1=CC(C(=O)C2=CC=CC=C2)=CC=C1 (Boc-glycine tris(hydroxymethyl)aminomethane ketoprofen). Run in CCCCCC (hexane). Conditions: time 2 hour. The product is NCC(=O)O.C(C(CO)(CO)N)O.Cl.OC(=O)C(C)C1=CC(C(=O)C2=CC=CC=C2)=CC=C1 (Glycine tris(hydroxymethyl)aminomethane ketoprofen Hydrochloride). RXN SMILES: C([NH:8][CH2:9][C:10]([OH:12])=[O:11])(OC(C)(C)C)=O.[CH2:13]([OH:20])[C:14]([NH2:19])([CH2:17][OH:18])[CH2:15][OH:16].[OH:21][C:22]([CH:24]([C:26]1[CH:39]=[CH:38][CH:37]=[C:28]([C:29]([C:31]2[CH:36]=[CH:35][CH:34]=[CH:33][CH:32]=2)=[O:30])[CH:27]=1)[CH3:25])=[O:23].[ClH:40].C(OCC)(=O)C.C(OCC)C>CCCCCC>[NH2:8][CH2:9][C:10]([OH:12])=[O:11].[CH2:13]([OH:20])[C:14]([NH2:19])([CH2:17][OH:18])[CH2:15][OH:16].[ClH:40].[OH:23][C:22]([CH:24]([C:26]1[CH:39]=[CH:38][CH:37]=[C:28]([C:29]([C:31]2[CH:32]=[CH:33][CH:34]=[CH:35][CH:36]=2)=[O:30])[CH:27]=1)[CH3:25])=[O:21] |f:0.1.2,3.4,7.8.9.10|. Procedure: To 361 mg (0.37 mmol) of the Boc-glycine-tris(hydroxymethyl)aminomethane-ketoprofen obtained above, 2 ml of 4 M hydrochloric acid/ethyl acetate was added under ice-cooling and stirred at room temperature for 2 hours. After confirming disappearance of Boc-glycine-tris(hydroxymethyl)aminomethane-ketoprofen by TLC, diethyl ether and hexane were added thereto for decantation. Thereafter, the precipitate was dried under reduced pressure to give the titled compound quantitatively with the yield of 336... The reactants are IC1=C(CO)C=CC=C1 (2-iodobenzyl alcohol), P(Br)(Br)Br (phosphorus tribromide). Run in C(C)OCC (diethyl ether). The product is BrCC1=C(C=CC=C1)I (1-(Bromomethyl)-2-iodobenzene). The yield is 91.0%. Reaction SMILES: [I:1][C:2]1[CH:9]=[CH:8][CH:7]=[CH:6][C:3]=1[CH2:4]O.P(Br)(Br)[Br:11]>C(OCC)C>[Br:11][CH2:4][C:3]1[CH:6]=[CH:7][CH:8]=[CH:9][C:2]=1[I:1]. Procedure details: To a solution of 2-iodobenzyl alcohol (50 g) in diethyl ether (500 mL), cooled in an ice-water bath, was added dropwise phosphorus tribromide (28 mL). The reaction mixture was chilled in a refrigerator for 3.5 h, then quenched by slow addition of methanol (50 mL). The mixture was washed with water, then saturated sodium bicarbonate, then water (100 mL each). The organic phase was dried (MgSO4), filtered and concentrated under reduced pressure to a white solid, which was triturated in hexane and ...